This data is from the Open Reaction Database (ORD), a public repository of structured organic reaction records. The task is: describe an organic reaction: reactants, conditions, products, and yield Reactants: [Al+3], CCOc1ccc(Cc2cc(C3OC(COC(c4ccccc4)(c4ccccc4)c4ccccc4)C(OCc4ccccc4)C(OCc4ccccc4)C3OCc3ccccc3)ccc2Cl)cc1, CCOCC, [Cl-], [Cl-], [Cl-], ClCCl, [Na+], O=C([O-])O, O. Yields the product CCOc1ccc(Cc2cc(C3OC(CO)C(OCc4ccccc4)C(OCc4ccccc4)C3OCc3ccccc3)ccc2Cl)cc1. As a reaction SMILES: [Al+3:70].[CH2:1]([c:2]1[cH:3][cH:4][cH:5][cH:6][cH:7]1)[O:8][CH:9]1[CH:10]([c:52]2[cH:53][c:54]([CH2:59][c:60]3[cH:61][cH:62][c:63]([O:66][CH2:67][CH3:68])[cH:64][cH:65]3)[c:55]([Cl:58])[cH:56][cH:57]2)[O:11][CH:12]([CH2:31][O:32][C:33]([c:34]2[cH:35][cH:36][cH:37][cH:38][cH:39]2)([c:40]2[cH:41][cH:42][cH:43][cH:44][cH:45]2)[c:46]2[cH:47][cH:48][cH:49][cH:50][cH:51]2)[CH:13]([O:23][CH2:24][c:25]2[cH:26][cH:27][cH:28][cH:29][cH:30]2)[CH:14]1[O:15][CH2:16][c:17]1[cH:18][cH:19][cH:20][cH:21][cH:22]1.[CH3:76][CH2:77][O:78][CH2:79][CH3:80].[Cl-:69].[Cl-:71].[Cl-:72].[Cl:73][CH2:74][Cl:75].[Na+:86].[O-:82][C:83]([OH:84])=[O:85].[OH2:81]>>[CH2:1]([c:2]1[cH:3][cH:4][cH:5][cH:6][cH:7]1)[O:8][CH:9]1[CH:10]([c:52]2[cH:53][c:54]([CH2:59][c:60]3[cH:61][cH:62][c:63]([O:66][CH2:67][CH3:68])[cH:64][cH:65]3)[c:55]([Cl:58])[cH:56][cH:57]2)[O:11][CH:12]([CH2:31][OH:32])[CH:13]([O:23][CH2:24][c:25]2[cH:26][cH:27][cH:28][cH:29][cH:30]2)[CH:14]1[O:15][CH2:16][c:17]1[cH:18][cH:19][cH:20][cH:21][cH:22]1. Starting materials: C(C)[Mg]Br (ethylmagnesium bromide), FC=1C=C(OC2(C=3N(CCC2)C(=NN3)C3=CC(=C(C=C3)C3=CN=C(O3)C)OC)C(=O)OCC)C=CC1F (ethyl 8-(3,4-difluorophenoxy)-3-[3-methoxy-4-(2-methyl-1,3-oxazol-5-yl)phenyl]-5,6,7,8-tetrahydro[1,2,4]triazolo[4,3-a]pyridine-8-carboxylate), [Cl-].[NH4+] (ammonium chloride). The solvent is C1CCOC1 (THF). The product is FC=1C=C(OC2(C=3N(CCC2)C(=NN3)C3=CC(=C(C=C3)C3=CN=C(O3)C)OC)C(CC)O)C=CC1F (3-{8-(3,4-difluorophenoxy)-3-[3-methoxy-4-(2-methyl-1,3-oxazol-5-yl)phenyl]-5,6,7,8-tetrahydro[1,2,4]triazolo[4,3-a]pyridin-8-yl}propan-3-ol). Reaction SMILES: [CH2:1]([Mg]Br)[CH3:2].[F:5][C:6]1[CH:7]=[C:8]([CH:38]=[CH:39][C:40]=1[F:41])[O:9][C:10]1([C:33](OCC)=[O:34])[CH2:15][CH2:14][CH2:13][N:12]2[C:16]([C:19]3[CH:24]=[CH:23][C:22]([C:25]4[O:29][C:28]([CH3:30])=[N:27][CH:26]=4)=[C:21]([O:31][CH3:32])[CH:20]=3)=[N:17][N:18]=[C:11]12.[Cl-].[NH4+]>C1COCC1>[F:5][C:6]1[CH:7]=[C:8]([CH:38]=[CH:39][C:40]=1[F:41])[O:9][C:10]1([CH:33]([OH:34])[CH2:1][CH3:2])[CH2:15][CH2:14][CH2:13][N:12]2[C:16]([C:19]3[CH:24]=[CH:23][C:22]([C:25]4[O:29][C:28]([CH3:30])=[N:27][CH:26]=4)=[C:21]([O:31][CH3:32])[CH:20]=3)=[N:17][N:18]=[C:11]12 |f:2.3|. Procedure details: Under an argon atmosphere, ethylmagnesium bromide (1 M THF solution, 11.8 mL) was added to a suspension of ethyl 8-(3,4-difluorophenoxy)-3-[3-methoxy-4-(2-methyl-1,3-oxazol-5-yl)phenyl]-5,6,7,8-tetrahydro[1,2,4]triazolo[4,3-a]pyridine-8-carboxylate (1200 mg) in THF (12 mL) under ice-cooling. The reaction mixture was stirred under ice-cooling for 1 hr, saturated aqueous ammonium chloride solution was added, and the mixture was extracted with ethyl acetate. The extract was washed with water and sa... The reactants are CC(C)(C)CC1NC(C(=O)Nc2ccc(C(=O)CO[Si](C)(C)C(C)(C)C)cc2)C(c2cccc(Cl)c2F)C12C(=O)Nc1cc(Cl)ccc12, Cl, C1CCOC1. Yields the product CC(C)(C)CC1NC(C(=O)Nc2ccc(C(=O)CO)cc2)C(c2cccc(Cl)c2F)C12C(=O)Nc1cc(Cl)ccc12. RXN SMILES: [C:1]([Si:2]([CH3:3])([CH3:4])[O:6][CH2:7][C:8](=[O:9])[c:10]1[cH:11][cH:12][c:13]([NH:16][C:17](=[O:18])[CH:19]2[CH:20]([c:39]3[c:40]([F:46])[c:41]([Cl:45])[cH:42][cH:43][cH:44]3)[C:21]3([C:22](=[O:31])[NH:23][c:24]4[cH:25][c:26]([Cl:30])[cH:27][cH:28][c:29]43)[CH:32]([CH2:34][C:35]([CH3:36])([CH3:37])[CH3:38])[NH:33]2)[cH:14][cH:15]1)([CH3:5])([CH3:47])[CH3:48].[ClH:49].[O:50]1[CH2:51][CH2:52][CH2:53][CH2:54]1>>[OH:6][CH2:7][C:8](=[O:9])[c:10]1[cH:11][cH:12][c:13]([NH:16][C:17](=[O:18])[CH:19]2[CH:20]([c:39]3[c:40]([F:46])[c:41]([Cl:45])[cH:42][cH:43][cH:44]3)[C:21]3([C:22](=[O:31])[NH:23][c:24]4[cH:25][c:26]([Cl:30])[cH:27][cH:28][c:29]43)[CH:32]([CH2:34][C:35]([CH3:36])([CH3:37])[CH3:38])[NH:33]2)[cH:14][cH:15]1. Starting materials: O=[N+]([O-])c1ccccc1F, [H-], N#Cc1c(N)sc2cc(F)ccc12, [Na+], C1CCOC1. Product: N#Cc1c(Nc2ccccc2[N+](=O)[O-])sc2cc(F)ccc12. RXN SMILES: [F:14][c:15]1[c:16]([N+:21](=[O:22])[O-:23])[cH:17][cH:18][cH:19][cH:20]1.[H-:24].[NH2:1][c:2]1[c:3]([C:12]#[N:13])[c:4]2[c:5]([s:6]1)[cH:7][c:8]([F:11])[cH:9][cH:10]2.[Na+:25].[O:26]1[CH2:27][CH2:28][CH2:29][CH2:30]1>>[NH:1]([c:2]1[c:3]([C:12]#[N:13])[c:4]2[c:5]([s:6]1)[cH:7][c:8]([F:11])[cH:9][cH:10]2)[c:15]1[c:16]([N+:21](=[O:22])[O-:23])[cH:17][cH:18][cH:19][cH:20]1. Reactants: CCC1SC(=O)NN=C1c1ccc(OCF)c(OC)c1, ClCCCN1CCOCC1. The product is CCC1SC(=O)N(CCCN2CCOCC2)N=C1c1ccc(OCF)c(OC)c1. Reaction SMILES: [CH3:1][O:2][c:3]1[cH:4][c:5]([C:12]2=[N:13][NH:14][C:15](=[O:20])[S:16][CH:17]2[CH2:18][CH3:19])[cH:6][cH:7][c:8]1[O:9][CH2:10][F:11].[Cl:21][CH2:22][CH2:23][CH2:24][N:25]1[CH2:26][CH2:27][O:28][CH2:29][CH2:30]1>>[CH3:1][O:2][c:3]1[cH:4][c:5]([C:12]2=[N:13][N:14]([CH2:22][CH2:23][CH2:24][N:25]3[CH2:26][CH2:27][O:28][CH2:29][CH2:30]3)[C:15](=[O:20])[S:16][CH:17]2[CH2:18][CH3:19])[cH:6][cH:7][c:8]1[O:9][CH2:10][F:11]. Starting materials: [N+](=O)([O-])C(C)C (2-Nitropropane), C=O (formaldehyde), CC1(COCN1)C (Oxazolidine A). Run at temperature 65 celsius, time 2 hour. Product: CC(CN1COCC1(C)C)(C)[N+](=O)[O-] (N-(2-methyl-2-nitropropyl)-4,4-dimethyl-1,3-oxazolidine). RXN SMILES: [N+:1]([CH:4]([CH3:6])[CH3:5])([O-:3])=[O:2].[CH2:7]=O.[CH3:9][C:10]1([CH3:15])[NH:14][CH2:13][O:12][CH2:11]1>>[CH3:5][C:4]([N+:1]([O-:3])=[O:2])([CH3:7])[CH2:6][N:14]1[C:10]([CH3:15])([CH3:9])[CH2:11][O:12][CH2:13]1. Procedure: 2-Nitropropane 89 g (1 mole) and 37% formaldehyde 88 g (1 mole) were mixed together and heated to 65° C. There was then added dropwise Oxazolidine A 101 g (1 mole) and after the addition was complete, heating of the reaction mixture at 60°-70° C was continued for 2 hours. Water was then removed by distillation at about 8-12 mm Hg pressure. There was obtained N-(2-methyl-2-nitropropyl)-4,4-dimethyl-1,3-oxazolidine. It analyzed carbon 53.65% (calc. 53.47), hydrogen 9.07% (calc. 8.98) and nitrogen ...